Dataset: the Open Reaction Database (ORD), a public repository of structured organic reaction records. Task: describe an organic reaction: reactants, conditions, products, and yield The reactants are CN(C)C=O, C=C(C)n1c(=O)[nH]c2ccccc21, ClCCCCCCCl, [H-], [Na+]. Product: C=C(C)n1c(=O)n(CCCCCCCl)c2ccccc21. As a reaction SMILES: [CH3:24][N:25]([CH3:26])[CH:27]=[O:28].[CH3:3][C:4](=[CH2:5])[n:6]1[c:7](=[O:15])[nH:8][c:9]2[c:10]1[cH:11][cH:12][cH:13][cH:14]2.[Cl:16][CH2:17][CH2:18][CH2:19][CH2:20][CH2:21][CH2:22][Cl:23].[H-:1].[Na+:2]>>[CH3:3][C:4](=[CH2:5])[n:6]1[c:7](=[O:15])[n:8]([CH2:22][CH2:21][CH2:20][CH2:19][CH2:18][CH2:17][Cl:16])[c:9]2[c:10]1[cH:11][cH:12][cH:13][cH:14]2. Reactants: OC[C@@H]1CC[C@H](CC1)C(=O)O (trans-4-(1-hydroxymethyl)-cyclohexanecarboxylic acid), N1=C(C=CC=C1C)C (2,6-lutidine), O(S(=O)(=O)C(F)(F)F)[Si](C)(C)C(C)(C)C (tert-butyldimethylsilyl triflate). The solvent is C(Cl)Cl (DCM). Run at time 1.5 hour. The product is [Si](C)(C)(C(C)(C)C)OC[C@@H]1CC[C@H](CC1)C(=O)O (Trans-4-(((tert-butyldimethylsilyl)oxy)methyl)cyclohexanecarboxylic acid). Yield: 92.3%. As a reaction SMILES: [OH:1][CH2:2][C@H:3]1[CH2:8][CH2:7][C@H:6]([C:9]([OH:11])=[O:10])[CH2:5][CH2:4]1.N1C(C)=CC=CC=1C.O([Si:28]([C:31]([CH3:34])([CH3:33])[CH3:32])([CH3:30])[CH3:29])S(C(F)(F)F)(=O)=O>C(Cl)Cl>[Si:28]([O:1][CH2:2][C@H:3]1[CH2:4][CH2:5][C@H:6]([C:9]([OH:11])=[O:10])[CH2:7][CH2:8]1)([C:31]([CH3:34])([CH3:33])[CH3:32])([CH3:30])[CH3:29]. Reported procedure: To a stirred solution of trans-4-(1-hydroxymethyl)-cyclohexanecarboxylic acid (1.00 g, 6.32 mmol) and 2,6-lutidine (2.95 mL, 25.29 mmol) in DCM (61 mL) was added drop wise tert-butyldimethylsilyl triflate (4.36 mL, 18.96 mmol). The reaction mixture was stirred at RT for 1.5 hours. The reaction mixture was quenched with water and the organic phase removed. The aqueous phase was extracted with further DCM (×2). The combined organic extracts were combined and washed with brine, dried (magnesium sul...